This data is from the Open Reaction Database (ORD), a public repository of structured organic reaction records. The task is: describe an organic reaction: reactants, conditions, products, and yield Reactants: Cl.CONC (O,N-dimethyl-hydroxylamine hydrochloride), N1C(=CC=C1)C(=O)O (Pyrrole-2-carboxylic acid), C(C(=O)Cl)(=O)Cl (oxalyl chloride). The reagents and catalysts are CN(C)C=O (DMF). Solvent: C(C)(=O)OCC (ethyl acetate), C(Cl)Cl (CH2Cl2). Conditions: time 8 hour. The product is CON(C(=O)C=1NC=CC1)C (1H-pyrrole-2-carboxylic acid methoxy-methyl amide). The yield is 82.2%. Reaction SMILES: [NH:1]1[CH:5]=[CH:4][CH:3]=[C:2]1[C:6]([OH:8])=O.C(Cl)(=O)C(Cl)=O.Cl.[CH3:16][O:17][NH:18][CH3:19]>C(Cl)Cl.CN(C=O)C.C(OCC)(=O)C>[CH3:16][O:17][N:18]([CH3:19])[C:6]([C:2]1[NH:1][CH:5]=[CH:4][CH:3]=1)=[O:8] |f:2.3|. Procedure: Method 7 General Experimental: Pyrrole-2-carboxylic acid (27.0 mmol, 3.00 g) in CH2Cl2 (100 ml) was treated with oxalyl chloride (54.0 mmol, 4.70 ml) and DMF (1 drop), then heated to reflux for 1 h, then concentrated under reduced pressure. The residue was diluted with CH2Cl2 (100 ml) and pyridine (6.50 ml), and treated with O,N-dimethyl-hydroxylamine hydrochloride (27.0 mmol, 2.65 g), then held at room temperature overnight. The resulting solution was diluted with ethyl acetate (250 ml), washed...